From a dataset of the Open Reaction Database (ORD), a public repository of structured organic reaction records. describe an organic reaction: reactants, conditions, products, and yield Reactants: ClCCCCOC1=C(C=C(C=C1)C1=CC=C(C=C1)C(=O)OCC)C1=CC=2C(CCC(C2C=C1)(C)C)(C)C (ethyl 4′-(4-chlorobutoxy)-3′-(5,5,8,8-tetramethyl-5,6,7,8-tetrahydronaphth-2-yl)biphenyl-4-carboxylate), C1(CC1)N (cyclopropylamine). Solvent: C(C)O (ethanol). Product: C1(CC1)NC(COC1=C(C=C(C=C1)C1=CC=C(C=C1)C(=O)OCC)C1=CC=2C(CCC(C2C=C1)(C)C)(C)C)CC (ethyl 4′-(2-cyclopropylaminobutoxy)-3′-(5,5,8,8-tetramethyl-5,6,7,8-tetrahydronaphth-2-yl)biphenyl-4-carboxylate), oil. The yield is 26.0%. As a reaction SMILES: Cl[CH2:2][CH2:3][CH2:4][CH2:5][O:6][C:7]1[CH:12]=[CH:11][C:10]([C:13]2[CH:18]=[CH:17][C:16]([C:19]([O:21][CH2:22][CH3:23])=[O:20])=[CH:15][CH:14]=2)=[CH:9][C:8]=1[C:24]1[CH:33]=[CH:32][C:31]2[C:30]([CH3:35])([CH3:34])[CH2:29][CH2:28][C:27]([CH3:37])([CH3:36])[C:26]=2[CH:25]=1.[CH:38]1([NH2:41])[CH2:40][CH2:39]1>C(O)C>[CH:38]1([NH:41][CH:4]([CH2:3][CH3:2])[CH2:5][O:6][C:7]2[CH:12]=[CH:11][C:10]([C:13]3[CH:18]=[CH:17][C:16]([C:19]([O:21][CH2:22][CH3:23])=[O:20])=[CH:15][CH:14]=3)=[CH:9][C:8]=2[C:24]2[CH:33]=[CH:32][C:31]3[C:30]([CH3:35])([CH3:34])[CH2:29][CH2:28][C:27]([CH3:37])([CH3:36])[C:26]=3[CH:25]=2)[CH2:40][CH2:39]1. Reported procedure: In a manner similar to that of Example 1c, by reaction of 700 mg (1.3 mmol) of ethyl 4′-(4-chlorobutoxy)-3′-(5,5,8,8-tetramethyl-5,6,7,8-tetrahydronaphth-2-yl)biphenyl-4-carboxylate with 800 μl (11.5 mmol) of cyclopropylamine in 100 ml of ethanol. 180 mg of ethyl 4′-(2-cyclopropylaminobutoxy)-3′-(5,5,8,8-tetramethyl-5,6,7,8-tetrahydronaphth-2-yl)biphenyl-4-carboxylate are obtained in the form of a yellow oil (yield=26%). The reactants are C(C)(C)(C)OC(COC1=C(C=C(C=C1)CCC(=O)N1CCC2(CN\C(\N2)=N/C(=O)C2=NC(=C(N=C2N)N)Cl)CC1)Cl)=O ([2-Chloro-4-(3-{2-[(E)-3,5-diamino-6-chloro-pyrazine-2-carbonylimino]-1,3,8-triaza-spiro[4.5]dec-8-yl}-3-oxo-propyl)-phenoxy]-acetic acid tert-butyl ester), Cl (HCl). Solvent: O1CCOCC1 (1,4-dioxane), O1CCOCC1 (dioxane). Reaction conditions: time 24 hour. Yields the product ClC1=C(OCC(=O)O)C=CC(=C1)CCC(=O)N1CCC2(CN\C(\N2)=N/C(=O)C2=NC(=C(N=C2N)N)Cl)CC1 ([2-Chloro-4-(3-{2-[(E)-3,5-diamino-6-chloro-pyrazine-2-carbonylimino]-1,3,8-triaza-spiro[4.5]dec-8-yl}-3-oxo-propyl)-phenoxy]-acetic acid), hydrochloride salt. As a reaction SMILES: C([O:5][C:6](=[O:42])[CH2:7][O:8][C:9]1[CH:14]=[CH:13][C:12]([CH2:15][CH2:16][C:17]([N:19]2[CH2:40][CH2:39][C:22]3([NH:26]/[C:25](=[N:27]/[C:28]([C:30]4[C:35]([NH2:36])=[N:34][C:33]([NH2:37])=[C:32]([Cl:38])[N:31]=4)=[O:29])/[NH:24][CH2:23]3)[CH2:21][CH2:20]2)=[O:18])=[CH:11][C:10]=1[Cl:41])(C)(C)C.Cl>O1CCOCC1>[Cl:41][C:10]1[CH:11]=[C:12]([CH2:15][CH2:16][C:17]([N:19]2[CH2:20][CH2:21][C:22]3([NH:26]/[C:25](=[N:27]/[C:28]([C:30]4[C:35]([NH2:36])=[N:34][C:33]([NH2:37])=[C:32]([Cl:38])[N:31]=4)=[O:29])/[NH:24][CH2:23]3)[CH2:39][CH2:40]2)=[O:18])[CH:13]=[CH:14][C:9]=1[O:8][CH2:7][C:6]([OH:42])=[O:5]. Procedure: [2-Chloro-4-(3-{2-[(E)-3,5-diamino-6-chloro-pyrazine-2-carbonylimino]-1,3,8-triaza-spiro[4.5]dec-8-yl}-3-oxo-propyl)-phenoxy]-acetic acid tert-butyl ester (step 1) (5.3 g, 8.53 mmol) was suspended in 1,4-dioxane (25 ml) and treated with 4N HCl in dioxane (30 ml). The reaction mixture was stirred at RT for 24 h and filtered. The solid was washed with iso-hexane (300 ml) to afford the title compound as a hydrochloride salt; The reactants are CCO, CCOC(=O)c1ccc(OCCCC2CCN(c3ccc(Cl)nn3)CC2)cc1, [K+], [OH-], O. The product is O=C(O)c1ccc(OCCCC2CCN(c3ccc(Cl)nn3)CC2)cc1. RXN SMILES: [CH3:32][CH2:33][OH:34].[Cl:4][c:5]1[cH:6][cH:7][c:8]([N:11]2[CH2:12][CH2:13][CH:14]([CH2:17][CH2:18][CH2:19][O:20][c:21]3[cH:22][cH:23][c:24]([C:25](=[O:26])[O:27][CH2:28][CH3:29])[cH:30][cH:31]3)[CH2:15][CH2:16]2)[n:9][n:10]1.[K+:2].[OH-:1].[OH2:3]>>[Cl:4][c:5]1[cH:6][cH:7][c:8]([N:11]2[CH2:12][CH2:13][CH:14]([CH2:17][CH2:18][CH2:19][O:20][c:21]3[cH:22][cH:23][c:24]([C:25](=[O:26])[OH:27])[cH:30][cH:31]3)[CH2:15][CH2:16]2)[n:9][n:10]1. Reactants: C(C)(C)(C)OC(CN(C(C)C)C(C)C)=O (Diisopropylamino-acetic acid-tert.butylester), Cl (HCl). Solvent: O (water). Product: Cl.C(C)(C)N(C(C)C)CC(=O)O (Diisopropylamino-acetic acid hydrochloride). As a reaction SMILES: C([O:5][C:6](=[O:15])[CH2:7][N:8]([CH:12]([CH3:14])[CH3:13])[CH:9]([CH3:11])[CH3:10])(C)(C)C.[ClH:16]>O>[ClH:16].[CH:9]([N:8]([CH2:7][C:6]([OH:15])=[O:5])[CH:12]([CH3:13])[CH3:14])([CH3:10])[CH3:11] |f:3.4|. Procedure: 5.4 g (25 mMol) diisopropylamino-acetic acid tert-butylester 2 was stirred with 6.25 ml (75 mMol) 12 M HCl in 25 ml water for 2.5 h at 60° C. After distillation in vacuo of water and excess of HCl, the residue was dried with toluene azeotropically.